Dataset: the Open Reaction Database (ORD), a public repository of structured organic reaction records. Task: describe an organic reaction: reactants, conditions, products, and yield The reactants are N(=C=O)C1=C(C=CC(=C1)N=C=O)C (2,4-diisocyanatotoluene), N(=C=O)C1=C(C(=CC=C1)N=C=O)C (2,6-diisocyanatotoluene), CN(C)C(CC)O (dimethylaminopropanol), C(C)O (ethanol). Run in C1(=CC=CC=C1)C (toluene). The product is C1=CC=C(C=C1)C(N=C=O)N=C=O (toluylene diisocyanate). As a reaction SMILES: N([C:4]1[CH:9]=[C:8](N=C=O)[CH:7]=[CH:6][C:5]=1[CH3:13])=C=O.[N:14](C1C=CC=C(N=C=O)C=1C)=[C:15]=[O:16].C[N:28]([CH:30]([OH:33])CC)C.C(O)C>C1(C)C=CC=CC=1>[CH:8]1[CH:9]=[CH:4][C:5]([CH:13]([N:28]=[C:30]=[O:33])[N:14]=[C:15]=[O:16])=[CH:6][CH:7]=1. Procedure: The partially capped toluylene diisocyanate was prepared by reacting a technical grade mixture of 1.95 kg of 2,4-diisocyanatotoluene (11.2 mol) and 490 g of 2,6-diisocyanatotoluene (2.8 mol) with a mixture of 720 g of dimethylaminopropanol (9.1 mol) and 320 g of ethanol (7 mol) at 50° C. in 900 g of toluene. Reactants: C(N)(=O)C[C@@H]1C=2C=3C(=NC=NC3SC2CC1)OC1CCC(CC1)N(C(OC(C)(C)C)=O)C (tert-butyl N-(4-[[(3R)-3-(carbamoylmethyl)-7-thia-9,11-diazatricyclo[6.4.0.0^[2,6]]dodeca-1(8),2(6),9,11-tetraen-12-yl]oxy]cyclohexyl)-N-methylcarbamate), Cl (hydrochloric acid). Run in ClCCl (dichloromethane). Run at temperature 25 celsius, time 4 hour. The product is CNC1CCC(CC1)OC1=NC=NC=2SC=3CC[C@@H](C3C12)CC(=O)N (2-[(3R)-12-[[4-(methylamino)cyclohexyl]oxy]-7-thia-9,11-diazatricyclo[6.4.0.0^[2,6]]dodeca-1(8),2(6),9,11-tetraen-3-yl]acetamide). The yield is 62.2%. RXN SMILES: [C:1]([CH2:4][C@H:5]1[CH2:16][CH2:15][C:14]2[S:13][C:12]3[N:11]=[CH:10][N:9]=[C:8]([O:17][CH:18]4[CH2:23][CH2:22][CH:21]([N:24](C)[C:25](=O)OC(C)(C)C)[CH2:20][CH2:19]4)[C:7]=3[C:6]1=2)(=[O:3])[NH2:2].Cl>ClCCl>[CH3:25][NH:24][CH:21]1[CH2:22][CH2:23][CH:18]([O:17][C:8]2[C:7]3[C:6]4[C@@H:5]([CH2:4][C:1]([NH2:2])=[O:3])[CH2:16][CH2:15][C:14]=4[S:13][C:12]=3[N:11]=[CH:10][N:9]=2)[CH2:19][CH2:20]1. Procedure details: Into a 50-mL round-bottom flask placed a solution of tert-butyl N-(4-[[(3R)-3-(carbamoylmethyl)-7-thia-9,11-diazatricyclo[6.4.0.0^[2,6]]dodeca-1(8),2(6),9,11-tetraen-12-yl]oxy]cyclohexyl)-N-methylcarbamate (170 mg, 0.37 mmol, 1.00 equiv) in dichloromethane (4 mL) was added hydrochloric acid (12 M, 0.5 mL) at 0° C. and the resulting solution was stirred for 4 hr at 25° C. The reaction was then quenched with saturated aqueous sodium bicarbonate, extracted with 3×50 mL of DCM. The organic layers we... Starting materials: FC(CCOC1=CC(=CC=C1)C#C)F (1-(3,3-difluoropropoxy)-3-ethynylbenzene), FC(OC1=C(C=C(C=C1)I)C)F (1-(difluoromethoxy)-4-iodo-2-methylbenzene), TEA. The reagents and catalysts are Cl[Pd]([P](C1=CC=CC=C1)(C2=CC=CC=C2)C3=CC=CC=C3)([P](C4=CC=CC=C4)(C5=CC=CC=C5)C6=CC=CC=C6)Cl (PdCl2(PPh3)2), [Cu]I (CuI). Run in CN(C)C=O (DMF). The product is FC(OC1=C(C=C(C=C1)C#CC1=CC(=CC=C1)OCCC(F)F)C)F (1-(Difluoromethoxy)-4-((3-(3,3-difluoropropoxy)phenyl)ethynyl)-2-methylbenzene). RXN SMILES: [F:1][CH:2]([F:14])[CH2:3][CH2:4][O:5][C:6]1[CH:11]=[CH:10][CH:9]=[C:8]([C:12]#[CH:13])[CH:7]=1.[F:15][CH:16]([F:26])[O:17][C:18]1[CH:23]=[CH:22][C:21](I)=[CH:20][C:19]=1[CH3:25]>Cl[Pd](Cl)([P](C1C=CC=CC=1)(C1C=CC=CC=1)C1C=CC=CC=1)[P](C1C=CC=CC=1)(C1C=CC=CC=1)C1C=CC=CC=1.[Cu]I.CN(C=O)C>[F:15][CH:16]([F:26])[O:17][C:18]1[CH:23]=[CH:22][C:21]([C:13]#[C:12][C:8]2[CH:9]=[CH:10][CH:11]=[C:6]([O:5][CH2:4][CH2:3][CH:2]([F:14])[F:1])[CH:7]=2)=[CH:20][C:19]=1[CH3:25] |^1:29,48|. Reported procedure: This compound was made in a similar manner to Example 89 Step 4 using 1-(3,3-difluoropropoxy)-3-ethynylbenzene (650 mg, 3.13 mmol) from the previous step, 1-(difluoromethoxy)-4-iodo-2-methylbenzene (818 mg, 2.88 mmol), TEA (1.45 g, 2.0 mL, 14.5 mmol), PdCl2(PPh3)2 (101 mg, 0.144 mmol), and CuI (16.4 mg, 0.0864 mmol), and DMF (4.4 mL) to provide the title compound as a yellow oil. Reactants: resultant mixture, C(C)OC(CC(C(F)(F)F)=O)=O (4,4,4-Trifluoro-3-oxo-butyric acid ethyl ester), C(C)(=O)OC(C)=O (acetic anhydride), C(OCC)(OCC)OCC (triethyl orthoformate). Yields the product C(C)OC(/C(/C(C(F)(F)F)=O)=C/OCC)=O (2-[1-Ethoxy-meth-(E)-ylidene]-4,4,4-trifluoro-3-oxo-butyric acid ethyl ester). Yield: 96.4%. Reaction SMILES: [CH2:1]([O:3][C:4](=[O:12])[CH2:5][C:6](=[O:11])[C:7]([F:10])([F:9])[F:8])[CH3:2].[C:13]([O:16][C:17](=O)C)(=O)[CH3:14].C(OCC)(OCC)OCC>>[CH2:1]([O:3][C:4](=[O:12])/[C:5](=[CH:17]/[O:16][CH2:13][CH3:14])/[C:6](=[O:11])[C:7]([F:10])([F:8])[F:9])[CH3:2]. Procedure: 4,4,4-Trifluoro-3-oxo-butyric acid ethyl ester (16 g, 86.4 mmol) was dissolved in acetic anhydride (33.6 g, 329.6 mmol) and triethyl orthoformate (38.4 g, 260 mmol) was added to the mixture. The resultant mixture was refluxed for 18 hours. The mixture was concentrated under reduced pressure to obtain 20 g of 2-[1-Ethoxy-meth-(E)-ylidene]-4,4,4-trifluoro-3-oxo-butyric acid ethyl ester as crude. Starting materials: CC(C)(C)OC(=O)NC1(c2ccc(C(=O)CBr)cc2)CCC1, CN(C)C=O, [H-], [Na+], O=C1Nc2cccnc2Nc2ccccc21. Product: CC(C)(C)OC(=O)NC1(c2ccc(C(=O)CN3C(=O)c4ccccc4Nc4ncccc43)cc2)CCC1. RXN SMILES: [Br:19][CH2:20][C:21](=[O:22])[c:23]1[cH:24][cH:25][c:26]([C:29]2([NH:33][C:34]([O:35][C:36]([CH3:37])([CH3:38])[CH3:39])=[O:40])[CH2:30][CH2:31][CH2:32]2)[cH:27][cH:28]1.[CH3:41][N:42]([CH3:43])[CH:44]=[O:45].[H-:17].[Na+:18].[n:1]1[cH:2][cH:3][cH:4][c:5]2[c:11]1[NH:10][c:9]1[c:8]([cH:15][cH:14][cH:13][cH:12]1)[C:7](=[O:16])[NH:6]2>>[n:1]1[cH:2][cH:3][cH:4][c:5]2[c:11]1[NH:10][c:9]1[c:8]([cH:15][cH:14][cH:13][cH:12]1)[C:7](=[O:16])[N:6]2[CH2:20][C:21](=[O:22])[c:23]1[cH:24][cH:25][c:26]([C:29]2([NH:33][C:34]([O:35][C:36]([CH3:37])([CH3:38])[CH3:39])=[O:40])[CH2:30][CH2:31][CH2:32]2)[cH:27][cH:28]1. Reactants: [BH4-].[Na+] (sodium borohydride), C(#N)C=1C=CC(=C(C(=O)NCCN2CCC(CC2)C(C2=CC=C(C=C2)F)=O)C1)OC (5-cyano-N-[2-[4-(p-fluorobenzoyl)-piperidinyl]ethyl]-2-methoxybenzamide), CC(=O)C (acetone). Solvent: C(C)O (ethanol). Reaction conditions: time 1 hour. The product is C(#N)C=1C=CC(=C(C(=O)NCCN2CCC(CC2)=C(O)C2=CC=C(C=C2)F)C1)OC (5-Cyano-N-[2-[4-[(4-fluorophenyl)hydroxymethylene]-piperidinyl]-ethyl]-2-methoxybenzamide). Reaction SMILES: [BH4-].[Na+].[C:3]([C:5]1[CH:6]=[CH:7][C:8]([O:31][CH3:32])=[C:9]([CH:30]=1)[C:10]([NH:12][CH2:13][CH2:14][N:15]1[CH2:20][CH2:19][CH:18]([C:21](=[O:29])[C:22]2[CH:27]=[CH:26][C:25]([F:28])=[CH:24][CH:23]=2)[CH2:17][CH2:16]1)=[O:11])#[N:4].CC(C)=O>C(O)C>[C:3]([C:5]1[CH:6]=[CH:7][C:8]([O:31][CH3:32])=[C:9]([CH:30]=1)[C:10]([NH:12][CH2:13][CH2:14][N:15]1[CH2:20][CH2:19][C:18](=[C:21]([C:22]2[CH:27]=[CH:26][C:25]([F:28])=[CH:24][CH:23]=2)[OH:29])[CH2:17][CH2:16]1)=[O:11])#[N:4] |f:0.1|. Procedure details: 0.38 g (0.01 mol) of sodium borohydride are added, while stirring, to a suspension of 4.1 g (0.01 mol) of 5-cyano-N-[2-[4-(p-fluorobenzoyl)-piperidinyl]ethyl]-2-methoxybenzamide in 50 ml of ethanol and the whole is stirred for 1 hour at room temperature. There is added to the resulting clear solution 1 ml of acetone and the whole is then concentrated in a water-jet vacuum. The residue is taken up in methylene chloride and water, the layers are separated in a separating funnel and, after being dr... The reactants are [N+](=O)([O-])C1=CC=C(S1)S(=O)(=O)N1C[C@@H](NCC1)CN1[C@H](COCC1)C ((3S)-4-(((2S)-4-((5-nitro-2-thiophenyl)sulfonyl)-2-piperazinyl)methyl)-3-methylmorpholine), ClC1=NC=C(C=N1)C(C(F)(F)F)(C(F)(F)F)O ((2-chloro-5-pyrimidinyl)-1,1,1,3,3,3-hexafluoro-2-propanol), ClC1=NC=C(C=N1)C(C(F)(F)F)(C(F)(F)F)O ((2-chloro-5-pyrimidinyl)-1,1,1,3,3,3-hexafluoro-2-propanol), CCN(C(C)C)C(C)C (DIPEA). Run in O1CCOCC1 (1,4-dioxane). Run at temperature 100 celsius. Product: [N+](=O)([O-])C1=CC=C(S1)S(=O)(=O)N1C[C@@H](N(CC1)C1=CC=C(C=C1)C(C(F)(F)F)(C(F)(F)F)O)CN1[C@H](COCC1)C (2-(4-((2S)-4-((5-nitro-2-thiophenyl)sulfonyl)-2-(((3S)-3-methyl-4-morpholinyl)methyl)-1-piperazinyl)phenyl)-1,1,1,3,3,3-hexafluoro-2-propanol). The yield is 72.5%. Reaction SMILES: [N+:1]([C:4]1[S:8][C:7]([S:9]([N:12]2[CH2:17][CH2:16][NH:15][C@@H:14]([CH2:18][N:19]3[CH2:24][CH2:23][O:22][CH2:21][C@@H:20]3[CH3:25])[CH2:13]2)(=[O:11])=[O:10])=[CH:6][CH:5]=1)([O-:3])=[O:2].ClC1N=[CH:31][C:30]([C:33]([OH:42])([C:38]([F:41])([F:40])[F:39])[C:34]([F:37])([F:36])[F:35])=[CH:29]N=1.CCN(C(C)C)[CH:46]([CH3:48])[CH3:47]>O1CCOCC1>[N+:1]([C:4]1[S:8][C:7]([S:9]([N:12]2[CH2:17][CH2:16][N:15]([C:46]3[CH:48]=[CH:31][C:30]([C:33]([OH:42])([C:38]([F:41])([F:40])[F:39])[C:34]([F:37])([F:36])[F:35])=[CH:29][CH:47]=3)[C@@H:14]([CH2:18][N:19]3[CH2:24][CH2:23][O:22][CH2:21][C@@H:20]3[CH3:25])[CH2:13]2)(=[O:10])=[O:11])=[CH:6][CH:5]=1)([O-:3])=[O:2]. Reported procedure: A 20-mL vial was charged with (3S)-4-(((2S)-4-((5-nitro-2-thiophenyl)sulfonyl)-2-piperazinyl)methyl)-3-methylmorpholine (0.797 g, 2.04 mmol, step 4), (2-chloro-5-pyrimidinyl)-1,1,1,3,3,3-hexafluoro-2-propanol (0.859 g, 3.06 mmol, Intermediate D), DIPEA (1.10 mL, 6.30 mmol) and 1,4-dioxane (10 mL). The vial was sealed and heated at 100° C. for 12 h. The reaction mixture was allowed to cool to room temperature and then partitioned between water (30 mL) and EtOAc (20 mL). The aqueous phase was extr... Reactants: [BH4-].[Na+] (sodium tetrahydroborate), C(C)(=O)C1=NNC(=C1)C(=O)NCCC=1OC(=CC1)C1=CC(=C(C=C1)Cl)Cl (3-Acetyl-N-(2-(5-(3,4-dichlorophenyl)furan-2-yl)ethyl)-1H-pyrazole-5-carboxamide), NCCO (2-aminoethanol), [BH4-].[Na+] (Sodium tetrahydroborate), Cl (HCl). Run in C1CCOC1 (THF), O (water), C1(=CC=CC=C1)C (toluene). Run at time 3 day. Product: ClC=1C=C(C=CC1Cl)C1=CC=C(O1)CCNC(=O)C1=CC(=NN1)C(C)NCCO (N-(2-(5-(3,4-dichlorophenyl)furan-2-yl)ethyl)-3-(1-(2-hydroxyethylamino)-ethyl)-1H-pyrazole-5-carboxamide). Isolated yield 25.6%. RXN SMILES: [C:1]([C:4]1[CH:8]=[C:7]([C:9]([NH:11][CH2:12][CH2:13][C:14]2[O:15][C:16]([C:19]3[CH:24]=[CH:23][C:22]([Cl:25])=[C:21]([Cl:26])[CH:20]=3)=[CH:17][CH:18]=2)=[O:10])[NH:6][N:5]=1)(=O)[CH3:2].[NH2:27][CH2:28][CH2:29][OH:30].[BH4-].[Na+].Cl>C1(C)C=CC=CC=1.O.C1COCC1>[Cl:26][C:21]1[CH:20]=[C:19]([C:16]2[O:15][C:14]([CH2:13][CH2:12][NH:11][C:9]([C:7]3[NH:6][N:5]=[C:4]([CH:1]([NH:27][CH2:28][CH2:29][OH:30])[CH3:2])[CH:8]=3)=[O:10])=[CH:18][CH:17]=2)[CH:24]=[CH:23][C:22]=1[Cl:25] |f:2.3|. Procedure details: 3-Acetyl-N-(2-(5-(3,4-dichlorophenyl)furan-2-yl)ethyl)-1H-pyrazole-5-carboxamide (78 mg; 0.20 mmol) and 2-aminoethanol (10 mg; 0.17 mmol) were dissolved in 5 ml of dry toluene and 5 ml of dry THF and stirred for 6.5 h at 75° C. under nitrogen atmosphere and then overnight at RT. Sodium tetrahydroborate (18.8 mg; 0.50 mmol) was added, stirred for 3 days at RT and then 4.5 h at 75° C. 10 mg of sodium tetrahydroborate was added and the mixture was heated for 5 h at 50° C. to complete the reaction. ... Reactants: ClC(=O)OCC (ethyl chloroformate), C(C)(C)NC(C)C (diisopropylamine), C(CCC)[Li] (n-butyllithium), O1CCOC12CCC(CC2)C(=O)OCC (ethyl 1,4-dioxaspiro[4.5]decane-8-carboxylate). The solvent is O1CCCC1 (tetrahydrofuran), O1CCCC1 (tetrahydrofuran). Run at temperature -78 celsius, time 30 minute. The product is O1CCOC12CCC(CC2)(C(=O)OCC)C(=O)OCC (diethyl 1,4-dioxaspiro[4.5]decane-8,8-dicarboxylate). Reaction SMILES: C(NC(C)C)(C)C.C([Li])CCC.[O:13]1[C:17]2([CH2:22][CH2:21][CH:20]([C:23]([O:25][CH2:26][CH3:27])=[O:24])[CH2:19][CH2:18]2)[O:16][CH2:15][CH2:14]1.Cl[C:29]([O:31][CH2:32][CH3:33])=[O:30]>O1CCCC1>[O:13]1[C:17]2([CH2:22][CH2:21][C:20]([C:29]([O:31][CH2:32][CH3:33])=[O:30])([C:23]([O:25][CH2:26][CH3:27])=[O:24])[CH2:19][CH2:18]2)[O:16][CH2:15][CH2:14]1. Reported procedure: A 500 mL round-bottomed flask was charged with diisopropylamine (16 mL) and tetrahydrofuran (311 mL). The solution was cooled to −78° C. under N2 and n-butyllithium (2.5 M in hexanes, 44.8 mL)) was added. The reaction was stirred for 30 minutes at −78° C. and ethyl 1,4-dioxaspiro[4.5]decane-8-carboxylate (20 g) was added as a tetrahydrofuran solution (ca. 10 mL). The mixture was stirred at −78° C. for 1 hour and ethyl chloroformate (9 mL) was added neat. After stirring at −78° C. for 10 minutes,...